This data is from the Open Reaction Database (ORD), a public repository of structured organic reaction records. The task is: describe an organic reaction: reactants, conditions, products, and yield The reactants are ClCCl, COc1ccc(C(=O)Cl)cc1OC, Cl, Cl, COc1ccc(C2CN(C)CCC2N)cc1OC, O, c1ccncc1. The product is COc1ccc(C2=NC3CCN(C)CC3c3cc(OC)c(OC)cc32)cc1OC. Reaction SMILES: [CH2:40]([Cl:41])[Cl:42].[CH3:21][O:22][c:23]1[cH:24][c:25]([C:26]([Cl:27])=[O:28])[cH:29][cH:30][c:31]1[O:32][CH3:33].[ClH:1].[ClH:2].[NH2:3][CH:4]1[CH:5]([c:11]2[cH:12][c:13]([O:19][CH3:20])[c:14]([O:17][CH3:18])[cH:15][cH:16]2)[CH2:6][N:7]([CH3:10])[CH2:8][CH2:9]1.[OH2:43].[cH:34]1[cH:35][cH:36][n:37][cH:38][cH:39]1>>[N:3]1=[C:26]([c:25]2[cH:24][c:23]([O:22][CH3:21])[c:31]([O:32][CH3:33])[cH:30][cH:29]2)[c:16]2[c:11]([cH:12][c:13]([O:19][CH3:20])[c:14]([O:17][CH3:18])[cH:15]2)[CH:5]2[CH:4]1[CH2:9][CH2:8][N:7]([CH3:10])[CH2:6]2. Starting materials: CC=1SC=C(N1)C1=CC=C(S1)S(=O)(=O)Cl (5-(2-methylthiazol-4-yl)thiophene-2-sulphonylchloride), N1N=NN=C1C=1C=C(C=CC1)N ([3-(1H-tetrazol-5-yl)phenyl]amine). The product is CC=1SC=C(N1)C1=CC=C(S1)S(=O)(=O)NC1=CC(=CC=C1)C1=NN=NN1 (5-(2-Methyl-1,3-thiazol-4-yl)-N-[3-(1H-tetrazol-5-yl)phenyl]thiophene-2-sulfonamide). The yield is 25.7%. RXN SMILES: [CH3:1][C:2]1[S:3][CH:4]=[C:5]([C:7]2[S:11][C:10]([S:12](Cl)(=[O:14])=[O:13])=[CH:9][CH:8]=2)[N:6]=1.[NH:16]1[C:20]([C:21]2[CH:22]=[C:23]([NH2:27])[CH:24]=[CH:25][CH:26]=2)=[N:19][N:18]=[N:17]1>>[CH3:1][C:2]1[S:3][CH:4]=[C:5]([C:7]2[S:11][C:10]([S:12]([NH:27][C:23]3[CH:24]=[CH:25][CH:26]=[C:21]([C:20]4[NH:19][N:18]=[N:17][N:16]=4)[CH:22]=3)(=[O:14])=[O:13])=[CH:9][CH:8]=2)[N:6]=1. Procedure details: The product was prepared according to General Procedure 1, described in Example 1, starting from 5-(2-methylthiazol-4-yl)thiophene-2-sulphonylchloride (15 mg, 0.055 mmol) and [3-(1H-tetrazol-5-yl)phenyl]amine (8 mg, 0.05 mmol) giving 5.2 mg (26%) of the title compound. MS (ESI+) calcd for C15H12N6O2S3 404.0184, found 404.0182. Reactants: CCN(CC)S(F)(F)F, ClCCl, N#N, CC(C)(C)OC(=O)N1C(C(C)(C)O)COC1(C)C. The product is CC(C)(C)OC(=O)N1C(C(C)(C)F)COC1(C)C. RXN SMILES: [CH2:21]([N:22]([S:23]([F:24])([F:25])[F:27])[CH2:26][CH3:28])[CH3:29].[Cl:30][CH2:31][Cl:32].[N:19]#[N:20].[OH:1][C:2]([CH3:3])([CH3:4])[CH:5]1[N:6]([C:12](=[O:13])[O:14][C:15]([CH3:16])([CH3:17])[CH3:18])[C:7]([CH3:10])([CH3:11])[O:8][CH2:9]1>>[C:2]([CH3:3])([CH3:4])([CH:5]1[N:6]([C:12](=[O:13])[O:14][C:15]([CH3:16])([CH3:17])[CH3:18])[C:7]([CH3:10])([CH3:11])[O:8][CH2:9]1)[F:27]. The reactants are C1COCCO1, CC(C)CCON=O, Nc1nc(-c2ccc(C3(C(=O)N4CCC5(C4)OC(=O)c4ccccc45)CC3)cc2)cs1. Product: O=C1OC2(CCN(C(=O)C3(c4ccc(-c5cscn5)cc4)CC3)C2)c2ccccc21. Reaction SMILES: [CH2:40]1[O:41][CH2:42][CH2:43][O:44][CH2:45]1.[CH3:1][CH:2]([CH2:3][CH2:4][O:5][N:6]=[O:7])[CH3:8].[NH2:9][c:10]1[s:11][cH:12][c:13](-[c:15]2[cH:16][cH:17][c:18]([C:21]3([C:24](=[O:25])[N:26]4[CH2:27][C:28]5([O:29][C:30](=[O:37])[c:31]6[c:32]5[cH:33][cH:34][cH:35][cH:36]6)[CH2:38][CH2:39]4)[CH2:22][CH2:23]3)[cH:19][cH:20]2)[n:14]1>>[cH:10]1[s:11][cH:12][c:13](-[c:15]2[cH:16][cH:17][c:18]([C:21]3([C:24](=[O:25])[N:26]4[CH2:27][C:28]5([O:29][C:30](=[O:37])[c:31]6[c:32]5[cH:33][cH:34][cH:35][cH:36]6)[CH2:38][CH2:39]4)[CH2:22][CH2:23]3)[cH:19][cH:20]2)[n:14]1. Reactants: [OH-].[Na+] (Sodium hydroxide), C(C(C)C)(=O)NC1=C(C(=O)N)C=CC=C1C (2-(iso-butyryl)amino-3-methylbenzamide), P(=O)(O)(O)[O-].[Na+] (sodium dihydrogen orthophosphate), Cl (hydrochloric acid). Run in CO (methanol), O (water). The product is CC=1C=CC=C2C(NC(=NC12)C(C)C)=O (8-methyl-2-iso-propylquinazolin-4-one). Yield: 75.9%. RXN SMILES: [OH-].[Na+].[C:3]([NH:8][C:9]1[C:17]([CH3:18])=[CH:16][CH:15]=[CH:14][C:10]=1[C:11]([NH2:13])=[O:12])(=O)[CH:4]([CH3:6])[CH3:5].Cl.P([O-])(O)(O)=O.[Na+]>CO.O>[CH3:18][C:17]1[CH:16]=[CH:15][CH:14]=[C:10]2[C:9]=1[N:8]=[C:3]([CH:4]([CH3:6])[CH3:5])[NH:13][C:11]2=[O:12] |f:0.1,4.5|. Reported procedure: 5N Sodium hydroxide solution (0.56 mL, 0.0028 mol) was added to a mixture of 2-(iso-butyryl)amino-3-methylbenzamide (0.62 g, 0.0028 mol) in methanol (6 mL) and water (14 mL) at room temperature. The mixture was heated at reflux for 1 hr. then cooled to room temperature and acidified with 2N hydrochloric acid solution. Saturated sodium dihydrogen orthophosphate solution was added and the mixture extracted with methylene chloride (4 times). The combined organic phase was washed with water, brine, ... The reactants are S(O)(O)(=O)=O (sulfuric acid), C1(=CC=CC=C1)SC(C(O)C=1SC=CC1)C(C(O)C=1SC=CC1)SC1=CC=CC=C1 (2,3-bis(phenylthio)-1,4-di(2-thienyl)-1,4-butanediol), O (water). Solvent: O1CCOCC1 (dioxane). Reaction conditions: time 4 day. Yields the product C1(=CC=CC=C1)SC1C(OC(C1SC1=CC=CC=C1)C=1SC=CC1)C=1SC=CC1 (3,4-bis(phenylthio)-2,5-di(2-thienyl)-tetrahydrofuran). As a reaction SMILES: [C:1]1([S:7][CH:8]([CH:16]([S:24][C:25]2[CH:30]=[CH:29][CH:28]=[CH:27][CH:26]=2)[CH:17]([C:19]2[S:20][CH:21]=[CH:22][CH:23]=2)O)[CH:9]([C:11]2[S:12][CH:13]=[CH:14][CH:15]=2)[OH:10])[CH:6]=[CH:5][CH:4]=[CH:3][CH:2]=1.S(=O)(=O)(O)O.O>O1CCOCC1>[C:25]1([S:24][CH:16]2[CH:8]([S:7][C:1]3[CH:6]=[CH:5][CH:4]=[CH:3][CH:2]=3)[CH:9]([C:11]3[S:12][CH:13]=[CH:14][CH:15]=3)[O:10][CH:17]2[C:19]2[S:20][CH:21]=[CH:22][CH:23]=2)[CH:26]=[CH:27][CH:28]=[CH:29][CH:30]=1. Procedure details: To a suspension of 2,3-bis(phenylthio)-1,4-di(2-thienyl)-1,4-butanediol (54.0 g, 114.9 mmol) in 350 ml dioxane there is added 8.70 g conc. sulfuric acid in 4 almost equal portions with a 45 minutes interval between each addition. The rather thick suspension is stirred mechanically for 4 days at room temperature whereby a clear solution is obtained. The solution is poured into 500 ml water and the product is extracted with 2×300 ml toluene. The organic layer is washed with 2×250 ml water, then dr... The reactants are CN(C)C=O, O=C(NCCF)Oc1ccccc1, [H-], Nc1cc(Oc2ccc3[nH]ccc3c2)ccn1, [Na+], O. Product: Nc1cc(Oc2ccc3c(ccn3C(=O)NCCF)c2)ccn1. Reaction SMILES: [CH3:34][N:35]([CH3:36])[CH:37]=[O:38].[F:20][CH2:21][CH2:22][NH:23][C:24]([O:25][c:27]1[cH:28][cH:29][cH:30][cH:31][cH:32]1)=[O:26].[H-:1].[NH2:3][c:4]1[n:5][cH:6][cH:7][c:8]([O:10][c:11]2[cH:12][c:13]3[cH:14][cH:15][nH:16][c:17]3[cH:18][cH:19]2)[cH:9]1.[Na+:2].[OH2:33]>>[NH2:3][c:4]1[n:5][cH:6][cH:7][c:8]([O:10][c:11]2[cH:12][c:13]3[cH:14][cH:15][n:16]([C:24]([NH:23][CH2:22][CH2:21][F:20])=[O:25])[c:17]3[cH:18][cH:19]2)[cH:9]1.